Dataset: the Open Reaction Database (ORD), a public repository of structured organic reaction records. Task: describe an organic reaction: reactants, conditions, products, and yield Product: ClC1=CC=C(OCCSC2=NN3C(N=CC=C3C)=N2)C=C1 (2-{[2-(4-chlorophenoxy)ethyl]sulfanyl}-7-methyl-[1,2,4]-triazolo[1,5-a]pyrimidine), ClC1=CC=C(OCCSC2=NN3C(N=C(C=C3)C)=N2)C=C1 (2-{[2-(4-chlorophenoxy)ethyl]sulfanyl}-5-methyl-[1,2,4]-triazolo[1,5-a]pyrimidine). The reactants are ClC1=CC=C(OCCSC2=NNC(=N2)N)C=C1 (3-{[2-(4-chlorophenoxy)ethyl]sulfanyl}-1H-1,2,4-triazol-5-amine), COC(CC(C)=O)OC (acetylacetaldehyde dimethyl acetal). RXN SMILES: [Cl:1][C:2]1[CH:17]=[CH:16][C:5]([O:6][CH2:7][CH2:8][S:9][C:10]2[N:14]=[C:13]([NH2:15])[NH:12][N:11]=2)=[CH:4][CH:3]=1.CO[CH:20](OC)[CH2:21][C:22](=O)[CH3:23]>>[Cl:1][C:2]1[CH:3]=[CH:4][C:5]([O:6][CH2:7][CH2:8][S:9][C:10]2[N:14]=[C:13]3[N:15]=[CH:20][CH:21]=[C:22]([CH3:23])[N:12]3[N:11]=2)=[CH:16][CH:17]=1.[Cl:1][C:2]1[CH:3]=[CH:4][C:5]([O:6][CH2:7][CH2:8][S:9][C:10]2[N:14]=[C:13]3[N:15]=[C:22]([CH3:23])[CH:21]=[CH:20][N:12]3[N:11]=2)=[CH:16][CH:17]=1. Reported procedure: The title compound was prepared according to the experimentals described for Example 23 above from 3-{[2-(4-chlorophenoxy)ethyl]sulfanyl}-1H-1,2,4-triazol-5-amine and acetylacetaldehyde dimethyl acetal. The two regioisomers were separated by silica gel chromatography. 2-{[2-(4-chlorophenoxy)ethyl]sulfanyl}-5-methyl-[1,2,4]-triazolo[1,5-a]pyrimidine was obtained as off white crystals in 25% yield: EM (calc.): 320.0; MS (ESI) m/e: 321.0 (M+H)+. 1H NMR (CDCl3, 400 MHz) δ ppm: 8.53 (d, 1H, J=6.8 Hz)... Starting materials: NC1=NC2=CC(=CC=C2C(=C1)Cl)Br (2-amino-7-bromo-4-chloroquinoline), BrCC(C(=O)OCC)=O (ethyl bromopyruvate), BrCC(C(=O)OCC)=O (ethyl bromopyruvate), C1C(C)O1 (propylene oxide). The solvent is C(OC)COC (dimethoxyethane), C(OC)COC (dimethoxyethane). Reaction conditions: time 2 day. Yields the product BrC1=CC=C2C(=CC=3N(C2=C1)C=C(N3)C(=O)OCC)Cl (ethyl 8-bromo-5-chloroimidazo-[1,2-a]-quinoline-2-carboxylate). Reaction SMILES: [NH2:1][C:2]1[CH:11]=[C:10]([Cl:12])[C:9]2[C:4](=[CH:5][C:6]([Br:13])=[CH:7][CH:8]=2)[N:3]=1.Br[CH2:15][C:16](=O)[C:17]([O:19][CH2:20][CH3:21])=[O:18].C1OC1C>C(COC)OC>[Br:13][C:6]1[CH:5]=[C:4]2[C:9]([C:10]([Cl:12])=[CH:11][C:2]3[N:3]2[CH:15]=[C:16]([C:17]([O:19][CH2:20][CH3:21])=[O:18])[N:1]=3)=[CH:8][CH:7]=1. Procedure: 1 g of 2-amino-7-bromo-4-chloroquinoline was suspended in 10 ml of dimethoxyethane and then a solution of 1 g of ethyl bromopyruvate and 300 mg of propylene oxide in 10 ml of dimethoxyethane was added. The mixture was stirred at room temperature for 2 days and 300 mg of ethyl bromopyruvate were then added. Stirring was continued for a further day and the precipitated quaternary salt was filtered off, washed with ether and then was suspended in 20 ml of ethanol. The mixture was heated at reflux f... Starting materials: ice water, OC1=CC=C(C=C1)C1CCN(CC1)C(=O)OC(C)(C)C (Tert-butyl 4-(4-hydroxyphenyl)piperidine-1-carboxylate), ClC=1N(C=C(N1)[N+](=O)[O-])C[C@]1(OC1)C ((R)-2-chloro-1-(2-methyloxiran-2-ylmethyl)-4-nitroimidazole), [H-].[Na+] (sodium hydride). The solvent is CN(C)C=O (DMF). Reaction conditions: temperature 80 celsius, time 20 minute. Product: C[C@@]1(CN2C(O1)=NC(=C2)[N+](=O)[O-])COC2=CC=C(C=C2)C2CCN(CC2)C(=O)OC(C)(C)C (tert-butyl (R)-4-[4-(2-methyl-6-nitro-2,3-dihydroimidazo[2,1-b]oxazol-2-ylmethoxy)phenyl]piperidine-1-carboxylate). The yield is 48.4%. RXN SMILES: [OH:1][C:2]1[CH:7]=[CH:6][C:5]([CH:8]2[CH2:13][CH2:12][N:11]([C:14]([O:16][C:17]([CH3:20])([CH3:19])[CH3:18])=[O:15])[CH2:10][CH2:9]2)=[CH:4][CH:3]=1.[H-].[Na+].Cl[C:24]1[N:25]([CH2:32][C@:33]2([CH3:36])[CH2:35][O:34]2)[CH:26]=[C:27]([N+:29]([O-:31])=[O:30])[N:28]=1>CN(C=O)C>[CH3:35][C@@:33]1([CH2:36][O:1][C:2]2[CH:7]=[CH:6][C:5]([CH:8]3[CH2:9][CH2:10][N:11]([C:14]([O:16][C:17]([CH3:20])([CH3:19])[CH3:18])=[O:15])[CH2:12][CH2:13]3)=[CH:4][CH:3]=2)[O:34][C:24]2=[N:28][C:27]([N+:29]([O-:31])=[O:30])=[CH:26][N:25]2[CH2:32]1 |f:1.2|. Procedure details: Tert-butyl 4-(4-hydroxyphenyl)piperidine-1-carboxylate (1.07 g, 3.86 mmol) was dissolved in DMF (10 ml). To the solution, sodium hydride (185 mg, 4.63 mmol) was added at room temperature, and the solution was stirred for 20 minutes at 80° C. To the solution, (R)-2-chloro-1-(2-methyloxiran-2-ylmethyl)-4-nitroimidazole prepared in Example 12 (923 mg, 4.24 mmol) was added with cooling on ice-bath, and the solution was stirred for further 20 minutes at 80° C. To the reaction mixture, ice-water was a... The reactants are ice, Cl (HCl), NaCl ice, C1(=CC=C(C=C1)S(=O)(=O)Cl)C (p-toluenesulfonic acid chloride), C(CCCCCCC)OC(CO)C (2-octyloxypropanol). The solvent is N1=CC=CC=C1 (pyridine). Reaction conditions: time 4 hour. Yields the product C1(=CC=C(C=C1)S(=O)(=O)OCC(C)OCCCCCCCC)C ((2'-octyloxypropyl) p-toluenesulfonate). Yield: 99.1%. RXN SMILES: [CH2:1]([O:9][CH:10]([CH3:13])[CH2:11][OH:12])[CH2:2][CH2:3][CH2:4][CH2:5][CH2:6][CH2:7][CH3:8].[C:14]1([CH3:24])[CH:19]=[CH:18][C:17]([S:20](Cl)(=[O:22])=[O:21])=[CH:16][CH:15]=1.Cl>N1C=CC=CC=1>[C:14]1([CH3:24])[CH:19]=[CH:18][C:17]([S:20]([O:12][CH2:11][CH:10]([O:9][CH2:1][CH2:2][CH2:3][CH2:4][CH2:5][CH2:6][CH2:7][CH3:8])[CH3:13])(=[O:22])=[O:21])=[CH:16][CH:15]=1. Procedure: 53 g of dry pyridine and 22.2 g of 2-octyloxypropanol were added into a four-necked flask and cooled with NaCl-ice. 35.4 g of p-toluenesulfonic acid chloride was added little by little, and after the reaction was carried out for 4 hours, the mixture was left standing at room temperature for 18 hours. The reaction product was added into 500 g of ice-cooled 6% HCl aq. and the mixture was extracted with 500 ml of benzene and dried over anhydrous Na2SO4, followed by evaporation of benzene, to give 4... The reactants are C1(=CC=CC=C1)S(=O)(=O)N1CC(C(C1)C1=CC=CC=C1)COS(=O)(=O)C1=CC=CC=C1 (1-(benzenesulfonyl)-3-(SR)-benzenesulfonyloxymethyl-4-(SR)-phenylpyrrolidine), [I-] (iodide). The solvent is CC(=O)C (acetone). The product is hexanes ether, C1(=CC=CC=C1)S(=O)(=O)N1CC(C(C1)C1=CC=CC=C1)CI (1-(Benzenesulfonyl)-3-(SR)-iodomethyl-4-(SR)-phenylpyrrolidine). The yield is 96.8%. RXN SMILES: [C:1]1([S:7]([N:10]2[CH2:14][CH:13]([C:15]3[CH:20]=[CH:19][CH:18]=[CH:17][CH:16]=3)[CH:12]([CH2:21]OS(C3C=CC=CC=3)(=O)=O)[CH2:11]2)(=[O:9])=[O:8])[CH:6]=[CH:5][CH:4]=[CH:3][CH:2]=1.[I-:32]>CC(C)=O>[C:1]1([S:7]([N:10]2[CH2:14][CH:13]([C:15]3[CH:20]=[CH:19][CH:18]=[CH:17][CH:16]=3)[CH:12]([CH2:21][I:32])[CH2:11]2)(=[O:9])=[O:8])[CH:6]=[CH:5][CH:4]=[CH:3][CH:2]=1. Procedure: A solution of 234 mg (0.51 mmol) of 1-(benzenesulfonyl)-3-(SR)-benzenesulfonyloxymethyl-4-(SR)-phenylpyrrolidine (from Example 1, Step D) and 1.1 g (7.7 mmol) of sodiuim iodide in 8 mL of acetone was heated at reflux for 20 h. The reaction mixture was partitioned between 50 mL of ether and 30 mL of H2O and the layers were separated. The organic layer was washed with 30 mL of sat'd NaCl and dried over MgSO4. The aqueous layers were combined and extracted with 30 mL of ether. The extract was dried... Starting materials: CCOC(c1ccc(CCC=O)cc1)=O, CC1=CN=C(C=C1)N, [C-]#[N+]C1CCCCC1. The reagents and catalysts are O=C(O)C(F)(F)F (trifluoroacetic acid). Run in CC(C)O (isopropyl alcohol), CC(C)O (isopropylalcohol). Run at temperature 22 celsius, time 20 hour. Product: CCOC(c1ccc(CCc2c(NC3CCCCC3)n3cc(C)ccc3n2)cc1)=O. The yield is 17.4%. RXN SMILES: CC1=CC=C(N)N=C1.[C-]#[N+]C1CCCCC1.CCOC(=O)C1=CC=C(CCC=O)C=C1>>CCOC(=O)C1=CC=C(CCC2=C(NC3CCCCC3)N3C=C(C)C=CC3=N2)C=C1.